From a dataset of the Open Reaction Database (ORD), a public repository of structured organic reaction records. describe an organic reaction: reactants, conditions, products, and yield The reactants are CN(C)C=O, CCOC(C)=O, CCN(C(C)C)C(C)C, Clc1ncnc2[nH]ncc12, NC1CCC(C=CCCc2ccccc2)CC1. The product is C(=CC1CCC(Nc2ncnc3[nH]ncc23)CC1)CCc1ccccc1. As a reaction SMILES: [CH3:37][N:38]([CH3:39])[CH:40]=[O:41].[CH3:42][CH2:43][O:44][C:45](=[O:46])[CH3:47].[CH:28]([N:29]([CH:30]([CH3:31])[CH3:32])[CH2:33][CH3:34])([CH3:35])[CH3:36].[Cl:18][c:19]1[c:20]2[c:21]([n:22][cH:23][n:24]1)[nH:25][n:26][cH:27]2.[c:1]1([CH2:7][CH2:8][CH:9]=[CH:10][CH:11]2[CH2:12][CH2:13][CH:14]([NH2:17])[CH2:15][CH2:16]2)[cH:2][cH:3][cH:4][cH:5][cH:6]1>>[c:1]1([CH2:7][CH2:8][CH:9]=[CH:10][CH:11]2[CH2:12][CH2:13][CH:14]([NH:17][c:19]3[c:20]4[c:21]([n:22][cH:23][n:24]3)[nH:25][n:26][cH:27]4)[CH2:15][CH2:16]2)[cH:2][cH:3][cH:4][cH:5][cH:6]1.